This data is from the Open Reaction Database (ORD), a public repository of structured organic reaction records. The task is: describe an organic reaction: reactants, conditions, products, and yield Starting materials: CCN(C(C)C)C(C)C, O=C(Cl)C(Cl)Cl, Cc1nc2ccccc2n1C1CC2CCC(C1)N2CCC1(c2cccc(F)c2)CCN(C(=O)C2CCCN2)CC1. The product is Cc1nc2ccccc2n1C1CC2CCC(C1)N2CCC1(c2cccc(F)c2)CCN(C(=O)C2CCCN2C(=O)C(Cl)Cl)CC1. As a reaction SMILES: [CH:47]([N:48]([CH2:49][CH3:50])[CH:51]([CH3:52])[CH3:53])([CH3:54])[CH3:55].[Cl:41][CH:42]([C:43](=[O:44])[Cl:45])[Cl:46].[F:1][c:2]1[cH:3][c:4]([C:8]2([CH2:21][CH2:22][N:23]3[CH:24]4[CH2:25][CH:26]([n:31]5[c:32]([CH3:40])[n:33][c:34]6[c:35]5[cH:36][cH:37][cH:38][cH:39]6)[CH2:27][CH:28]3[CH2:29][CH2:30]4)[CH2:9][CH2:10][N:11]([C:14]([CH:15]3[NH:16][CH2:17][CH2:18][CH2:19]3)=[O:20])[CH2:12][CH2:13]2)[cH:5][cH:6][cH:7]1>>[F:1][c:2]1[cH:3][c:4]([C:8]2([CH2:21][CH2:22][N:23]3[CH:24]4[CH2:25][CH:26]([n:31]5[c:32]([CH3:40])[n:33][c:34]6[c:35]5[cH:36][cH:37][cH:38][cH:39]6)[CH2:27][CH:28]3[CH2:29][CH2:30]4)[CH2:9][CH2:10][N:11]([C:14]([CH:15]3[N:16]([C:43]([CH:42]([Cl:41])[Cl:46])=[O:44])[CH2:17][CH2:18][CH2:19]3)=[O:20])[CH2:12][CH2:13]2)[cH:5][cH:6][cH:7]1.